describe an organic reaction: reactants, conditions, products, and yield From a dataset of the Open Reaction Database (ORD), a public repository of structured organic reaction records. The reactants are [C-]#N.[K+] (potassium cyanide), O (water), C(C1=CC=CC=C1)N1C(CN(CC1)CC1=CC=CC=C1)CCl (1,4-dibenzyl-2-chloromethylpiperazine), [C-]#N.[K+] (potassium cyanide). Solvent: C(C)O (ethanol). The product is C(C1=CC=CC=C1)N1C(CN(CC1)CC1=CC=CC=C1)CC#N (1,4-dibenzyl-2-cyanomethylpiperazine). The yield is 80.0%. As a reaction SMILES: [C-:1]#[N:2].[K+].O.[CH2:5]([N:12]1[CH2:17][CH2:16][N:15]([CH2:18][C:19]2[CH:24]=[CH:23][CH:22]=[CH:21][CH:20]=2)[CH2:14][CH:13]1[CH2:25]Cl)[C:6]1[CH:11]=[CH:10][CH:9]=[CH:8][CH:7]=1>C(O)C>[CH2:5]([N:12]1[CH2:17][CH2:16][N:15]([CH2:18][C:19]2[CH:24]=[CH:23][CH:22]=[CH:21][CH:20]=2)[CH2:14][CH:13]1[CH2:25][C:1]#[N:2])[C:6]1[CH:11]=[CH:10][CH:9]=[CH:8][CH:7]=1 |f:0.1|. Procedure details: A mixture of 4.57 g (70.2 mmol) of potassium cyanide and 10 ml of water is heated to reflux. When the potassium cyanide has dissolved, 17 g (54 mmol) of the chloride obtained in Step b dissolved in 10 ml of ethanol are added slowly. When the addition is complete, the mixture is heated under reflux for 3 hours. After evaporation of the solvent, the mixture is taken up in chloroform and washed with water until the pH is neutral. The chloroform phase is dried over magnesium sulfate, filtered and ev... Reactants: [Li]CCCC, CCCCCC, Cc1cc(Cl)cc(Cl)c1, C1CCOC1, O=C(Cl)c1ccc2ccccc2c1. Yields the product Cc1cc(Cl)c(C(=O)c2ccc3ccccc3c2)c(Cl)c1. Reaction SMILES: [CH2:10]([Li:11])[CH2:12][CH2:13][CH3:14].[CH3:15][CH2:16][CH2:17][CH2:18][CH2:19][CH3:20].[Cl:1][c:2]1[cH:3][c:4]([CH3:9])[cH:5][c:6]([Cl:8])[cH:7]1.[O:34]1[CH2:35][CH2:36][CH2:37][CH2:38]1.[cH:21]1[c:22]([C:31](=[O:32])[Cl:33])[cH:23][cH:24][c:25]2[cH:26][cH:27][cH:28][cH:29][c:30]12>>[Cl:1][c:2]1[cH:3][c:4]([CH3:9])[cH:5][c:6]([Cl:8])[c:7]1[C:31]([c:22]1[cH:21][c:30]2[c:25]([cH:24][cH:23]1)[cH:26][cH:27][cH:28][cH:29]2)=[O:32]. Starting materials: [OH-].[K+] (KOH), [OH-].[K+] (KOH), N1C(=S)NC(=S)NC1=S (trithiocyanuric acid), BrC(C(=O)O)CCCCCCCCCC (2-bromododecanoic acid), C(CCCCCCCCCCC)Br (dodecyl bromide). Run in C(C)O (ethanol), C(C)O (ethanol). Run at time 30 minute. Yields the product C(CCCCCCCCCCC)SC1=NC(=NC(=N1)SC(C(=O)O)CCCCCCCCCC)SC(C(=O)O)CCCCCCCCCC (2,2'-[2-dodecylthio-1,3,5-triazine-4,6-diylbis-(thio)]bis dodecanoic acid). Isolated yield 79.2%. RXN SMILES: [OH-:1].[K+].[NH:3]1[C:10](=[S:11])[NH:9][C:7](=[S:8])[NH:6][C:4]1=[S:5].Br[CH:13]([CH2:17][CH2:18][CH2:19][CH2:20][CH2:21][CH2:22][CH2:23][CH2:24][CH2:25][CH3:26])[C:14]([OH:16])=[O:15].[CH2:27](Br)[CH2:28][CH2:29][CH2:30][CH2:31][CH2:32][CH2:33][CH2:34][CH2:35][CH2:36][CH2:37][CH3:38]>C(O)C>[CH2:27]([S:5][C:4]1[N:6]=[C:7]([S:8][CH:13]([CH2:17][CH2:18][CH2:19][CH2:20][CH2:21][CH2:22][CH2:23][CH2:24][CH2:25][CH3:26])[C:14]([OH:16])=[O:15])[N:9]=[C:10]([S:11][CH:13]([CH2:17][CH2:18][CH2:19][CH2:20][CH2:21][CH2:22][CH2:23][CH2:24][CH2:25][CH3:26])[C:14]([OH:15])=[O:1])[N:3]=1)[CH2:28][CH2:29][CH2:30][CH2:31][CH2:32][CH2:33][CH2:34][CH2:35][CH2:36][CH2:37][CH3:38] |f:0.1|. Reported procedure: A stirred solution of KOH (5.6 g; 0.1 mole) in ethanol (100 ml) is cooled to 5-10° C. and treated with trithiocyanuric acid (4.42 g; 0.025 mole). After stirring for 30 minutes, the reaction mixture is treated with 2-bromododecanoic acid (13.9 g; 0.05 mole) in small portions over 10-15 minutes. The resulting white suspension is stirred for a further 30 minutes at 10° C. and is then allowed to warm to ambient temperature. Upon reaching ambient temperature, the reaction mixture is heated to reflux ... Reactants: C(C1=CC=CC=C1)OC(=O)Cl (Benzyloxycarbonyl chloride), COC(=O)C1CN(CC1[C@H](CO[Si](C)(C)C(C)(C)C)C)CC1=CC=CC=C1 (1-benzyl-4-[(R)-2-(tert-butyldimethylsilyloxy)-1-(methyl)ethyl]pyrrolidine-3-carboxylic acid methyl ester), O.C([O-])(O)=O.[Na+] (sodium bicarbonate water). The solvent is ClCCl (dichloromethane). Run at time 1 hour. Product: COC(=O)C1CN(CC1[C@H](CO[Si](C)(C)C(C)(C)C)C)C(=O)OCC1=CC=CC=C1 (4-[(R)-2-(tert-Butyldimethylsilyloxy)-1-(methyl)ethyl]pyrrolidine-1,3-dicarboxylic acid 1-benzyl ester 3-methyl ester). The yield is 89.1%. As a reaction SMILES: [CH2:1]([O:8][C:9](Cl)=[O:10])[C:2]1[CH:7]=[CH:6][CH:5]=[CH:4][CH:3]=1.[CH3:12][O:13][C:14]([CH:16]1[CH:20]([C@@H:21]([CH3:31])[CH2:22][O:23][Si:24]([C:27]([CH3:30])([CH3:29])[CH3:28])([CH3:26])[CH3:25])[CH2:19][N:18](CC2C=CC=CC=2)[CH2:17]1)=[O:15].O.C(=O)(O)[O-].[Na+]>ClCCl>[CH3:12][O:13][C:14]([CH:16]1[CH:20]([C@@H:21]([CH3:31])[CH2:22][O:23][Si:24]([C:27]([CH3:30])([CH3:29])[CH3:28])([CH3:25])[CH3:26])[CH2:19][N:18]([C:9]([O:8][CH2:1][C:2]2[CH:7]=[CH:6][CH:5]=[CH:4][CH:3]=2)=[O:10])[CH2:17]1)=[O:15] |f:2.3.4|. Procedure: Benzyloxycarbonyl chloride (10.2 mL, 71.5 mmol) was added to a solution of 1-benzyl-4-[(R)-2-(tert-butyldimethylsilyloxy)-1-(methyl)ethyl]pyrrolidine-3-carboxylic acid methyl ester (14.0 g, 35.8 mmol) in dichloromethane (200 mL), and the mixture was stirred for one hour. Saturated sodium bicarbonate water was added to the reaction mixture. The organic layer was separated, dried over magnesium sulfate, and filtered. Then, the solvent was evaporated under reduced pressure. The residue was purified... Reactants: BrCC1=CC=CC2=CC=CC=C12 (1-bromomethylnaphthalene), O=C1CC(N(C2=C(N1CC(=O)N(C1=CC=C(C=C1)OC)C(C)C)C=CC=C2)C2=CC=CC=C2)=O (2-(2,4-Dioxo-5-phenyl-2,3,4,5-tetrahydro-benzo[b][1,4]diazepin-1-yl)-N-isopropyl-N-(4-methoxy-phenyl) acetamide), Intermediate 4, solution. Solvent: CN(C)C=O (DMF), CN(C)C=O (DMF), C1(=CC=CC=C1)C (toluene). Run at time 10 minute. Yields the product C(C)(C)N(C(CN1C2=C(N(C(C(C1=O)CC1=CC=CC3=CC=CC=C13)=O)C1=CC=CC=C1)C=CC=C2)=O)C2=CC=C(C=C2)OC (N-Isopropyl-N-(4-methoxy-phenyl)-2-(3-naphthalen-1-ylmethyl-2,4-dioxo-5-phenyl-2,3,4,5-tetrahydro-benzo[b][1,4]diazepin-1-yl) acetamide). Isolated yield 97.6%. Reaction SMILES: [O:1]=[C:2]1[N:8]([CH2:9][C:10]([N:12]([CH:21]([CH3:23])[CH3:22])[C:13]2[CH:18]=[CH:17][C:16]([O:19][CH3:20])=[CH:15][CH:14]=2)=[O:11])[C:7]2[CH:24]=[CH:25][CH:26]=[CH:27][C:6]=2[N:5]([C:28]2[CH:33]=[CH:32][CH:31]=[CH:30][CH:29]=2)[C:4](=[O:34])[CH2:3]1.Br[CH2:36][C:37]1[C:46]2[C:41](=[CH:42][CH:43]=[CH:44][CH:45]=2)[CH:40]=[CH:39][CH:38]=1>CN(C=O)C.C1(C)C=CC=CC=1>[CH:21]([N:12]([C:13]1[CH:18]=[CH:17][C:16]([O:19][CH3:20])=[CH:15][CH:14]=1)[C:10](=[O:11])[CH2:9][N:8]1[C:2](=[O:1])[CH:3]([CH2:36][C:37]2[C:46]3[C:41](=[CH:42][CH:43]=[CH:44][CH:45]=3)[CH:40]=[CH:39][CH:38]=2)[C:4](=[O:34])[N:5]([C:28]2[CH:29]=[CH:30][CH:31]=[CH:32][CH:33]=2)[C:6]2[CH:27]=[CH:26][CH:25]=[CH:24][C:7]1=2)([CH3:23])[CH3:22]. Procedure details: To a stirring solution of 300 mg (0.66 mmol) of 2-(2,4-Dioxo-5-phenyl-2,3,4,5-tetrahydro-benzo[b][1,4]diazepin-1-yl)-N-isopropyl-N-(4-methoxy-phenyl) acetamide, prepared as in Intermediate 4, in 10 mL DMF at 0° C. is added dropwise over 5 min 1.45 mL (0.72 mmol, 1.1 equiv) of a 0.5M solution of KN(TMS)2 in toluene. The resulting solution is stirred 10 min, then a solution of 160 mg (0.72 mmol, 1.1 equiv) of 1-bromomethylnaphthalene in 3 mL DMF is added. The resulting solution is stirred 2 h at R... Reactants: Nc1nc2c(nc(Br)n2Cc2cccs2)c(=O)[nH]1, CC(=O)OC(C)=O, CC(=O)[O-], CC(=O)O, [Na+]. Yields the product Nc1nc2c([nH]c(=O)n2Cc2cccs2)c(=O)[nH]1. Reaction SMILES: [Br:1][c:2]1[n:3]([CH2:13][c:14]2[s:15][cH:16][cH:17][cH:18]2)[c:4]2[n:5][c:6]([NH2:12])[nH:7][c:8](=[O:11])[c:9]2[n:10]1.[CH3:19][C:20](=[O:21])[O:22][C:23](=[O:24])[CH3:25].[CH3:27][C:28](=[O:29])[O-:30].[CH3:31][C:32](=[O:33])[OH:34].[Na+:26]>>[c:2]1(=[O:21])[n:3]([CH2:13][c:14]2[s:15][cH:16][cH:17][cH:18]2)[c:4]2[n:5][c:6]([NH2:12])[nH:7][c:8](=[O:11])[c:9]2[nH:10]1. Yield: 216.2%. The solvent is C(Cl)Cl (CH2Cl2). Reported procedure: Argon was bubbled through a mixture of BSTFA (0.3 mL; 1.3 mmol), benzyl bromide (0.1 mL; 0.7 mmol), and CH2Cl2 (1.5 mL) for 10 minutes. 2-({6-[(tert-Butoxycarbonyl)amino]pyridin-3-yl}methyl)-3-ethoxy-3-oxopropylphosphinic acid (50 mg; 0.13 mmol) was added, and the reaction mixture was refluxed under argon for 1 h. The solution was concentrated to afford 0.13 g of crude benzyl[2-({6-[(tert-butoxycarbonyl)amino]pyridin-3-yl}methyl)-3-ethoxy-3-oxopropyl]phosphinic acid. The reactants are FC(C(O[Si](C)(C)C)=N[Si](C)(C)C)(F)F (BSTFA), C(C1=CC=CC=C1)Br (benzyl bromide), C(C)(C)(C)OC(=O)NC1=CC=C(C=N1)CC(CP(O)=O)C(=O)OCC (2-({6-[(tert-Butoxycarbonyl)amino]pyridin-3-yl}methyl)-3-ethoxy-3-oxopropylphosphinic acid). As a reaction SMILES: FC(F)(F)C(=N[Si](C)(C)C)O[Si](C)(C)C.[CH2:16](Br)[C:17]1[CH:22]=[CH:21][CH:20]=[CH:19][CH:18]=1.[C:24]([O:28][C:29]([NH:31][C:32]1[N:37]=[CH:36][C:35]([CH2:38][CH:39]([C:44]([O:46][CH2:47][CH3:48])=[O:45])[CH2:40][PH:41](=[O:43])[OH:42])=[CH:34][CH:33]=1)=[O:30])([CH3:27])([CH3:26])[CH3:25]>C(Cl)Cl>[CH2:16]([P:41]([CH2:40][CH:39]([CH2:38][C:35]1[CH:36]=[N:37][C:32]([NH:31][C:29]([O:28][C:24]([CH3:25])([CH3:27])[CH3:26])=[O:30])=[CH:33][CH:34]=1)[C:44]([O:46][CH2:47][CH3:48])=[O:45])(=[O:42])[OH:43])[C:17]1[CH:22]=[CH:21][CH:20]=[CH:19][CH:18]=1. The product is C(C1=CC=CC=C1)P(O)(=O)CC(C(=O)OCC)CC=1C=NC(=CC1)NC(=O)OC(C)(C)C (benzyl[2-({6-[(tert-butoxycarbonyl)amino]pyridin-3-yl}methyl)-3-ethoxy-3-oxopropyl]phosphinic acid). Starting materials: O=C([O-])[O-], CCN1CCNCC1, CN(C)C=O, CCOC(C)=O, [K+], [K+], O=S(=O)([O-])CCc1ccc(-c2csc3cnc(Nc4ccc(N5CCOCC5)nc4)nc23)cc1. The product is CCN1CCN(Cc2ccc(-c3csc4cnc(Nc5ccc(N6CCOCC6)nc5)nc34)cc2)CC1. RXN SMILES: [C:35](=[O:36])([O-:37])[O-:38].[CH2:41]([CH3:42])[N:43]1[CH2:44][CH2:45][NH:46][CH2:47][CH2:48]1.[CH3:49][N:50]([CH3:51])[CH:52]=[O:53].[CH3:54][CH2:55][O:56][C:57](=[O:58])[CH3:59].[K+:39].[K+:40].[O:1]1[CH2:2][CH2:3][N:4]([c:7]2[cH:8][cH:9][c:10]([NH:13][c:14]3[n:15][cH:16][c:17]4[c:18]([n:19]3)[c:20](-[c:23]3[cH:24][cH:25][c:26]([CH2:27][CH2:28][S:29]([O-:30])(=[O:31])=[O:32])[cH:33][cH:34]3)[cH:21][s:22]4)[cH:11][n:12]2)[CH2:5][CH2:6]1>>[O:1]1[CH2:2][CH2:3][N:4]([c:7]2[cH:8][cH:9][c:10]([NH:13][c:14]3[n:15][cH:16][c:17]4[c:18]([n:19]3)[c:20](-[c:23]3[cH:24][cH:25][c:26]([CH2:27][N:46]5[CH2:45][CH2:44][N:43]([CH2:41][CH3:42])[CH2:48][CH2:47]5)[cH:33][cH:34]3)[cH:21][s:22]4)[cH:11][n:12]2)[CH2:5][CH2:6]1. The reactants are CN(C)C(=O)/N=N/C(=O)N(C)C (TMAD), FC=1C=C(C=C(C1)F)O (3,5-difluorophenol), C(C)(C)(C)OC(=O)N1CCN(CC1)C=1C(=NC=CN1)OCCO (2-[3-(4-tert-butoxycarbonyl-1-piperazinyl)-pyrazinyloxy]ethanol), C1(=CC=CC=C1)P(C1=CC=CC=C1)C1=CC=CC=C1 (triphenylphosphine). Product: FC=1C=C(OCCN2C(C(=NC=C2)N2CCNCC2)=O)C=C(C1)F (1-[2-(3,5-Difluorophenoxy)ethyl]-3-(1-piperazinyl)-2(1H)-pyrazinone). RXN SMILES: CN(C(/N=N/C(N(C)C)=O)=O)C.C(OC([N:20]1[CH2:25][CH2:24][N:23]([C:26]2[C:27]([O:32]CCO)=[N:28][CH:29]=[CH:30][N:31]=2)[CH2:22][CH2:21]1)=O)(C)(C)C.[C:36]1(P(C2C=CC=CC=2)C2C=CC=CC=2)C=CC=C[CH:37]=1.[F:55][C:56]1[CH:57]=[C:58]([OH:63])[CH:59]=[C:60]([F:62])[CH:61]=1>>[F:55][C:56]1[CH:57]=[C:58]([CH:59]=[C:60]([F:62])[CH:61]=1)[O:63][CH2:36][CH2:37][N:28]1[CH:29]=[CH:30][N:31]=[C:26]([N:23]2[CH2:22][CH2:21][NH:20][CH2:25][CH2:24]2)[C:27]1=[O:32]. Procedure details: The title compound was prepared according to the general procedure described above starting from TMAD (384 mg, 2.25 mmol), 2-[3-(4-tert-butoxycarbonyl-1-piperazinyl)-pyrazinyloxy]ethanol (600 mg, 1.86 mmol), triphenylphosphine (969 mg, 3.69 mmol), 3,5-difluorophenol (239 mg, 1.84 mmol). Yield: 123 mg (20%); mp 119-121° C. HRMS m/z calcd for C16H18F2N4O2 (M)+ 336.1398, found 336.1409.